This data is from the Open Reaction Database (ORD), a public repository of structured organic reaction records. The task is: describe an organic reaction: reactants, conditions, products, and yield Reactants: CI, Cl, [H-], [Na+], CN(C)C=O, O=C(OCc1ccccc1)N1CC(O)CC1c1nc(-c2ccccc2)c(-c2ccccc2)o1. The product is COC1CC(c2nc(-c3ccccc3)c(-c3ccccc3)o2)N(C(=O)OCc2ccccc2)C1. As a reaction SMILES: [CH3:34][I:35].[ClH:38].[H-:37].[Na+:36].[O:39]=[CH:40][N:41]([CH3:42])[CH3:43].[c:1]1(-[c:7]2[n:8][c:9]([CH:18]3[N:19]([C:24](=[O:25])[O:26][CH2:27][c:28]4[cH:29][cH:30][cH:31][cH:32][cH:33]4)[CH2:20][CH:21]([OH:23])[CH2:22]3)[o:10][c:11]2-[c:12]2[cH:13][cH:14][cH:15][cH:16][cH:17]2)[cH:2][cH:3][cH:4][cH:5][cH:6]1>>[c:1]1(-[c:7]2[n:8][c:9]([CH:18]3[N:19]([C:24](=[O:25])[O:26][CH2:27][c:28]4[cH:29][cH:30][cH:31][cH:32][cH:33]4)[CH2:20][CH:21]([O:23][CH3:34])[CH2:22]3)[o:10][c:11]2-[c:12]2[cH:13][cH:14][cH:15][cH:16][cH:17]2)[cH:2][cH:3][cH:4][cH:5][cH:6]1.